The task is: describe an organic reaction: reactants, conditions, products, and yield. This data is from the Open Reaction Database (ORD), a public repository of structured organic reaction records. RXN SMILES: [Br:1][CH2:2][C:3]#[N:4].[C:27](=[O:28])([O-:29])[O-:30].[Cl:5][c:6]1[cH:7][c:8]([NH:13][c:14]2[n:15][cH:16][n:17][c:18]3[cH:19][c:20]([OH:26])[c:21]([O:24][CH3:25])[cH:22][c:23]23)[cH:9][cH:10][c:11]1[Cl:12].[K+:31].[K+:32].[O:33]=[CH:34][N:35]([CH3:36])[CH3:37]>>[CH2:2]([C:3]#[N:4])[O:26][c:20]1[cH:19][c:18]2[n:17][cH:16][n:15][c:14]([NH:13][c:8]3[cH:7][c:6]([Cl:5])[c:11]([Cl:12])[cH:10][cH:9]3)[c:23]2[cH:22][c:21]1[O:24][CH3:25]. The reactants are N#CCBr, O=C([O-])[O-], COc1cc2c(Nc3ccc(Cl)c(Cl)c3)ncnc2cc1O, [K+], [K+], CN(C)C=O. Product: COc1cc2c(Nc3ccc(Cl)c(Cl)c3)ncnc2cc1OCC#N. Starting materials: FC(C=1C=C(CN2N=NC(=C2Cl)C2=C(C(=NO2)CO)C(=O)C2=C(C=CC=C2)Cl)C=C(C1)C(F)(F)F)(F)F ({5-[1-(3,5-bis-trifluoromethyl-benzyl)-5-chloro-1H-[1,2,3]triazol-4-yl]-3-hydroxymethyl-isoxazol-4-yl}-(2-chloro-phenyl)-methanone), N1CCOCC1 (morpholine). Solvent: CCOC(=O)C (EtOAc). Run at temperature 80 celsius, time 20 hour. Product: FC(C=1C=C(CN2N=NC(=C2Cl)C2=C(C(=NO2)CO)C(=O)C2=C(C=CC=C2)N2CCOCC2)C=C(C1)C(F)(F)F)(F)F ({5-[1-(3,5-bis-trifluoromethyl-benzyl)-5-chloro-1H-[1,2,3]triazol-4-yl]-3-hydroxymethyl-isoxazol-4-yl}-(2-morpholin-4-yl-phenyl)-methanone). RXN SMILES: [F:1][C:2]([F:37])([F:36])[C:3]1[CH:4]=[C:5]([CH:29]=[C:30]([C:32]([F:35])([F:34])[F:33])[CH:31]=1)[CH2:6][N:7]1[C:11]([Cl:12])=[C:10]([C:13]2[O:17][N:16]=[C:15]([CH2:18][OH:19])[C:14]=2[C:20]([C:22]2[CH:27]=[CH:26][CH:25]=[CH:24][C:23]=2Cl)=[O:21])[N:9]=[N:8]1.[NH:38]1[CH2:43][CH2:42][O:41][CH2:40][CH2:39]1>CCOC(C)=O>[F:36][C:2]([F:1])([F:37])[C:3]1[CH:4]=[C:5]([CH:29]=[C:30]([C:32]([F:33])([F:35])[F:34])[CH:31]=1)[CH2:6][N:7]1[C:11]([Cl:12])=[C:10]([C:13]2[O:17][N:16]=[C:15]([CH2:18][OH:19])[C:14]=2[C:20]([C:22]2[CH:27]=[CH:26][CH:25]=[CH:24][C:23]=2[N:38]2[CH2:43][CH2:42][O:41][CH2:40][CH2:39]2)=[O:21])[N:9]=[N:8]1. Reported procedure: Dissolve {5-[1-(3,5-bis-trifluoromethyl-benzyl)-5-chloro-1H-[1,2,3]triazol-4-yl]-3-hydroxymethyl-isoxazol-4-yl}-(2-chloro-phenyl)-methanone (0.10 g, 018 mmol) in morpholine (1.0 mL) and stir at 80° C. for 20 hours. Dilute the solution with EtOAc (25 mL) and wash with 1N HCl (20 mL), water (20 mL), and saturated NaHCO3 (20 mL) then dry, filter, and concentrate. Purify the crude material by flash chromatography to give the title compound: MS (IS) 615.9 (M+1), MS (ES−) 613.9 (M−1): 1HNMR (400 MHz, ...